Dataset: the Open Reaction Database (ORD), a public repository of structured organic reaction records. Task: describe an organic reaction: reactants, conditions, products, and yield Starting materials: O=S(=O)(Cl)c1cccc(Cl)c1, CC1(C)Oc2ccc(C#N)cc2C(N)C1O. The product is CC1(C)Oc2ccc(C#N)cc2C(NS(=O)(=O)c2cccc(Cl)c2)C1O. Reaction SMILES: [Cl:17][c:18]1[cH:19][c:20]([S:24](=[O:25])(=[O:26])[Cl:27])[cH:21][cH:22][cH:23]1.[NH2:1][CH:2]1[CH:3]([OH:16])[C:4]([CH3:14])([CH3:15])[O:5][c:6]2[cH:7][cH:8][c:9]([C:12]#[N:13])[cH:10][c:11]21>>[NH:1]([CH:2]1[CH:3]([OH:16])[C:4]([CH3:14])([CH3:15])[O:5][c:6]2[cH:7][cH:8][c:9]([C:12]#[N:13])[cH:10][c:11]21)[S:24]([c:20]1[cH:19][c:18]([Cl:17])[cH:23][cH:22][cH:21]1)(=[O:25])=[O:26]. Procedure details: As per scheme-4, 2-methyl-pyrimidine-5-carbaldehyde (4-a) is reacted with hydroxylamine hydrochloride in the presence of base such as sodium carbonate or sodiumbicarbonate or potassium carbonate in a suitable solvent such as methanol or ethanol or water or mixture thereof, at a temperature ranging from 0° C. to 35° C., to provide corresponding 2-methyl-pyrimidine-5-carbaldehyde oxime (4-b). Yields the product CC1=NC=C(C=N1)C=NO (2-methyl-pyrimidine-5-carbaldehyde oxime). The solvent is O (water), C(C)O (ethanol), CO (methanol). Reactants: CC1=NC=C(C=N1)C=O (2-methyl-pyrimidine-5-carbaldehyde), Cl.NO (hydroxylamine hydrochloride), C([O-])([O-])=O.[Na+].[Na+] (sodium carbonate), C([O-])(O)=O.[Na+] (sodiumbicarbonate), C([O-])([O-])=O.[K+].[K+] (potassium carbonate). Reaction SMILES: [CH3:1][C:2]1[N:7]=[CH:6][C:5]([CH:8]=O)=[CH:4][N:3]=1.Cl.[NH2:11][OH:12].C(=O)([O-])[O-].[Na+].[Na+].C(=O)(O)[O-].[Na+].C(=O)([O-])[O-].[K+].[K+]>O.C(O)C.CO>[CH3:1][C:2]1[N:7]=[CH:6][C:5]([CH:8]=[N:11][OH:12])=[CH:4][N:3]=1 |f:1.2,3.4.5,6.7,8.9.10|. Starting materials: CO, [H][H], CC(C)OC(=O)Nc1ccc(N)c([N+](=O)[O-])c1, O=[Pt]. Product: CC(C)OC(=O)Nc1ccc(N)c(N)c1. RXN SMILES: [CH3:20][OH:21].[H:18][H:19].[N+:1]([O-:2])(=[O:3])[c:4]1[c:5]([NH2:6])[cH:7][cH:8][c:9]([NH:11][C:12](=[O:13])[O:14][CH:15]([CH3:16])[CH3:17])[cH:10]1.[Pt:22]=[O:23]>>[NH2:1][c:4]1[c:5]([NH2:6])[cH:7][cH:8][c:9]([NH:11][C:12](=[O:13])[O:14][CH:15]([CH3:16])[CH3:17])[cH:10]1. The reactants are BrC1=CC=C(C=N1)C(=O)N1CCN(CC1)C1=NC(=C(C=C1C)C)C ((6-bromopyridin-3-yl)[4-(3,5,6-trimethylpyridin-2-yl)piperazin-1-yl]methanone), COC1=CC=C(CN2C(N(C(C2=O)C)C2=NC=C(C=C2)C(=O)N2CCN(CC2)C2=NC(=C(C=C2C)C)C)=O)C=C1 (3-(4-methoxybenzyl)-5-methyl-1-{5-[4-(3,5,6-trimethylpyridin-2-yl)piperazine-1-carbonyl]pyridin-2-yl}imidazolidine-2,4-dione), COC1=CC=C(CN2C(NC(C2=O)C)=O)C=C1 (3-(4-methoxybenzyl)-5-methylimidazolidine-2,4-dione). Product: CC1C(NC(N1C1=NC=C(C=C1)C(=O)N1CCN(CC1)C1=NC(=C(C=C1C)C)C)=O)=O (5-methyl-1-{5-[4-(3,5,6-trimethylpyridin-2-yl)piperazine-1-carbonyl]pyridin-2-yl}imidazolidine-2,4-dione). RXN SMILES: BrC1N=CC(C(N2CCN(C3C(C)=CC(C)=C(C)N=3)CC2)=O)=CC=1.COC1C=CC(CN2C(=O)C(C)NC2=O)=CC=1.COC1C=CC(C[N:49]2[C:53](=[O:54])[CH:52]([CH3:55])[N:51]([C:56]3[CH:61]=[CH:60][C:59]([C:62]([N:64]4[CH2:69][CH2:68][N:67]([C:70]5[C:75]([CH3:76])=[CH:74][C:73]([CH3:77])=[C:72]([CH3:78])[N:71]=5)[CH2:66][CH2:65]4)=[O:63])=[CH:58][N:57]=3)[C:50]2=[O:79])=CC=1>>[CH3:55][CH:52]1[N:51]([C:56]2[CH:61]=[CH:60][C:59]([C:62]([N:64]3[CH2:69][CH2:68][N:67]([C:70]4[C:75]([CH3:76])=[CH:74][C:73]([CH3:77])=[C:72]([CH3:78])[N:71]=4)[CH2:66][CH2:65]3)=[O:63])=[CH:58][N:57]=2)[C:50](=[O:79])[NH:49][C:53]1=[O:54]. Procedure: Using (6-bromopyridin-3-yl)[4-(3,5,6-trimethylpyridin-2-yl)piperazin-1-yl]methanone (311 mg) described in Preparation Example 205 and 3-(4-methoxybenzyl)-5-methylimidazolidine-2,4-dione (187 mg) described in Preparation Example 51 and by the reaction and treatment in the same manner as in Example 508, the title compound (110 mg) was obtained via 3-(4-methoxybenzyl)-5-methyl-1-{5-[4-(3,5,6-trimethylpyridin-2-yl)piperazine-1-carbonyl]pyridin-2-yl}imidazolidine-2,4-dione.